From a dataset of the Open Reaction Database (ORD), a public repository of structured organic reaction records. describe an organic reaction: reactants, conditions, products, and yield The reactants are C(CC(=O)O)CN.NCC(=O)NCC(=O)NCC(=O)NCCC(=O)OC(C)(C)C (Gaba Gly-Gly-Gly-β-Ala-OtBu), O (water). The solvent is FC(C(=O)O)(F)F (trifluoroacetic acid). Yields the product C(CC(=O)O)CN.NCC(=O)NCC(=O)NCC(=O)NCCC(=O)O (Gaba Gly-Gly-Gly-β-Ala-OH). Isolated yield 100.0%. RXN SMILES: [CH2:1]([CH2:6][NH2:7])[CH2:2][C:3]([OH:5])=[O:4].[NH2:8][CH2:9][C:10]([NH:12][CH2:13][C:14]([NH:16][CH2:17][C:18]([NH:20][CH2:21][CH2:22][C:23]([O:25]C(C)(C)C)=[O:24])=[O:19])=[O:15])=[O:11].O>FC(F)(F)C(O)=O>[CH2:1]([CH2:6][NH2:7])[CH2:2][C:3]([OH:5])=[O:4].[NH2:8][CH2:9][C:10]([NH:12][CH2:13][C:14]([NH:16][CH2:17][C:18]([NH:20][CH2:21][CH2:22][C:23]([OH:25])=[O:24])=[O:19])=[O:15])=[O:11] |f:0.1,4.5|. Procedure details: 820 mg (1.7 mmol) of Mal-Gaba-Gly-Gly-Gly-β-Ala-OtBu was disolved in 9.0 mL of 95:5 trifluoroacetic acid: deionized water and magnetically stirred for 3 hours. Solvent was removed by rotary evaporation under vacuum to give 730 mg (100%) of the title compound. 1H NMR (d6-DMSO) 12.1 (bs, 1H), 8.05-8.20 (m, 3H), 7.82 (t, J=6.0 Hz, 1H), 7.00 (s, 2H), 3.71 (t, J=6.0 Hz, 4H), 3.65 (d, J=6.0 Hz, 2H), 3.41 (t, J=7.2 Hz, 2H), 3.26 (q, J=5.6 Hz, 2H), 2.38 (t, J=7.2 Hz, 2H,), 2.14 (q, J=8.0 Hz, 2H), 1.67-1... The reactants are [H-].[Al+3].[Li+].[H-].[H-].[H-] (lithium aluminum hydride), C(\C=C\C(=O)[O-])(=O)[O-] (fumarate), COC1=CC=C(C=C1)C(CCC1CCNCC1)=O (1-(4-methoxyphenyl) 3-(4-piperidyl) 1-propanone), C(\C=C\C(=O)O)(=O)O (fumaric acid). The solvent is O (water), O1CCCC1 (tetrahydrofurane), C(C)(C)O (isopropanol). Run at temperature 5 celsius. Product: COC1=CC=C(C=C1)C(CCC1CCNCC1)O (1-(4-methoxyphenyl) 3-(4-piperidyl) 1-propanol). Isolated yield 75.9%. As a reaction SMILES: [CH3:1][O:2][C:3]1[CH:8]=[CH:7][C:6]([C:9](=[O:18])[CH2:10][CH2:11][CH:12]2[CH2:17][CH2:16][NH:15][CH2:14][CH2:13]2)=[CH:5][CH:4]=1.[H-].[Al+3].[Li+].[H-].[H-].[H-].C(O)(=O)/C=C/C(O)=O.C([O-])(=O)/C=C/C([O-])=O>O1CCCC1.C(O)(C)C.O>[CH3:1][O:2][C:3]1[CH:8]=[CH:7][C:6]([CH:9]([OH:18])[CH2:10][CH2:11][CH:12]2[CH2:17][CH2:16][NH:15][CH2:14][CH2:13]2)=[CH:5][CH:4]=1 |f:1.2.3.4.5.6|. Procedure details: To a suspension of 10.2 g of 1-(4-methoxyphenyl) 3-(4-piperidyl) 1-propanone in 130 ml of dry tetrahydrofurane, maintained at 5° C. and under a nitrogen atmosphere, 2.8 g of lithium aluminum hydride are added in small portions. When the addition is complete, the reaction mixture is heated to 60° C. over five hours, then cooled to 0° C. Then, while maintaining this temperature, 25.2 ml of water are added very slowly. The mineral products are filtered and washed twice with 50 ml of hot methylenech... Reactants: O=C(CBr)c1cc(Br)c(O)c(Br)c1, O=C([O-])[O-], CC#N, [K+], [K+], c1cc2c(cn1)NCCO2. Yields the product O=C(CN1CCOc2ccncc21)c1cc(Br)c(O)c(Br)c1. RXN SMILES: [Br:11][CH2:12][C:13](=[O:14])[c:15]1[cH:16][c:17]([Br:23])[c:18]([OH:22])[c:19]([Br:21])[cH:20]1.[C:24](=[O:25])([O-:26])[O-:27].[CH3:30][C:31]#[N:32].[K+:28].[K+:29].[O:1]1[c:2]2[c:3]([cH:7][n:8][cH:9][cH:10]2)[NH:4][CH2:5][CH2:6]1>>[O:1]1[c:2]2[c:3]([cH:7][n:8][cH:9][cH:10]2)[N:4]([CH2:12][C:13](=[O:14])[c:15]2[cH:16][c:17]([Br:23])[c:18]([OH:22])[c:19]([Br:21])[cH:20]2)[CH2:5][CH2:6]1. Reactants: FC=1C=C(C=CC1)C(CCCCN1CCC(CC1)C=1C=C(C=CC1)NC(C(C)C)=O)=O (N-(3-{1-[5-(3-fluorophenyl)-5-oxopentyl]-4-piperidinyl}phenyl)-2-methylpropanamide), Cl.CC1=CC=C(C=C1)NN (4-methylphenylhydrazine hydrochloride). The product is FC=1C=C(C=CC1)C=1NC2=CC=C(C=C2C1CCCN1CCC(CC1)C=1C=C(C=CC1)NC(C(C)C)=O)C (N-[3-(1-{3-[2-(3-FLUOROPHENYL)-5-METHYL-1H-INDOL-3-YL]PROPYL}-4-PIPERIDINYL)PHENYL]-2-METHYLPROPANAMIDE). As a reaction SMILES: [F:1][C:2]1[CH:3]=[C:4]([C:8](=O)[CH2:9][CH2:10][CH2:11][CH2:12][N:13]2[CH2:18][CH2:17][CH:16]([C:19]3[CH:20]=[C:21]([NH:25][C:26](=[O:30])[CH:27]([CH3:29])[CH3:28])[CH:22]=[CH:23][CH:24]=3)[CH2:15][CH2:14]2)[CH:5]=[CH:6][CH:7]=1.Cl.[CH3:33][C:34]1[CH:39]=[CH:38][C:37]([NH:40]N)=[CH:36][CH:35]=1>>[F:1][C:2]1[CH:3]=[C:4]([C:8]2[NH:40][C:37]3[C:38]([C:9]=2[CH2:10][CH2:11][CH2:12][N:13]2[CH2:18][CH2:17][CH:16]([C:19]4[CH:20]=[C:21]([NH:25][C:26](=[O:30])[CH:27]([CH3:29])[CH3:28])[CH:22]=[CH:23][CH:24]=4)[CH2:15][CH2:14]2)=[CH:39][C:34]([CH3:33])=[CH:35][CH:36]=3)[CH:5]=[CH:6][CH:7]=1 |f:1.2|. Reported procedure: Prepared by Procedure E and Scheme M using N-(3-{1-[5-(3-fluorophenyl)-5-oxopentyl]-4-piperidinyl}phenyl)-2-methylpropanamide and 4-methylphenylhydrazine hydrochloride: ESMS m/e: 512.2 (M+H)+. Starting materials: ClC=1C=C(C(=O)OO)C=CC1 (3-chloroperoxybenzoic acid), CSC1=NC=CC(=N1)N1C=CC2=C(C=CC=C12)[N+](=O)[O-] (1-(2-methylsulfanylpyrimidin-4-yl)-4-nitro-1H-indole). Run in C(Cl)(Cl)Cl (CHCl3), C(Cl)Cl (DCM), C(Cl)(Cl)Cl (CHCl3). Reaction conditions: time 8 hour. Product: CS(=O)C1=NC=CC(=N1)N1C=CC2=C(C=CC=C12)[N+](=O)[O-] (1-(2-methanesulfinyl-pyrimidin-4-yl)-4-nitro-1H-indole). Isolated yield 55.8%. Reaction SMILES: ClC1C=C(C=CC=1)C(OO)=[O:6].[CH3:12][S:13][C:14]1[N:19]=[C:18]([N:20]2[C:28]3[C:23](=[C:24]([N+:29]([O-:31])=[O:30])[CH:25]=[CH:26][CH:27]=3)[CH:22]=[CH:21]2)[CH:17]=[CH:16][N:15]=1>C(Cl)(Cl)Cl.C(Cl)Cl>[CH3:12][S:13]([C:14]1[N:19]=[C:18]([N:20]2[C:28]3[C:23](=[C:24]([N+:29]([O-:31])=[O:30])[CH:25]=[CH:26][CH:27]=3)[CH:22]=[CH:21]2)[CH:17]=[CH:16][N:15]=1)=[O:6]. Reported procedure: A suspension of 3-chloroperoxybenzoic acid (77%, 3.11 g) in CHCl3 (40 mL) was slowly added at 0° C. under N2 to a mixture of 1-(2-methylsulfanylpyrimidin-4-yl)-4-nitro-1H-indole (3.93 g, 14.0 mmol) in CHCl3 (50 mL). The resulting mixture was allowed to warm up to RT, and stirred overnight. The reaction mixture was then diluted with DCM (200 mL) and washed with aqueous NaHCO3 (saturated). The resulting yellow precipitate was collected by filtration and dried under reduced pressure to give 1-(2-me...